Dataset: the Open Reaction Database (ORD), a public repository of structured organic reaction records. Task: describe an organic reaction: reactants, conditions, products, and yield Starting materials: C1(CCCCC1)CCN1CCC(CC1)NC(C1=CC=CC=C1)=O (1-[2-(Cyclohexyl)ethyl]-4-benzamidopiperidine), COC=1C=C(CCCl)C=C(C1OC)OC (3,4,5-trimethoxyphenethyl chloride). The solvent is O (H2O). Product: COC=1C=C(C=C(C1OC)OC)CCN1CCC(CC1)NC(C1=CC=CC=C1)=O (1-[2-(3,4,5-Trimethoxyphenyl)ethyl]-4-benzamidopiperidine), monohydrate. Reaction SMILES: C1(CC[N:9]2[CH2:14][CH2:13][CH:12]([NH:15][C:16](=[O:23])[C:17]3[CH:22]=[CH:21][CH:20]=[CH:19][CH:18]=3)[CH2:11][CH2:10]2)CCCCC1.[CH3:24][O:25][C:26]1[CH:27]=[C:28]([CH:32]=[C:33]([O:37][CH3:38])[C:34]=1[O:35][CH3:36])[CH2:29][CH2:30]Cl>O>[CH3:24][O:25][C:26]1[CH:27]=[C:28]([CH2:29][CH2:30][N:9]2[CH2:14][CH2:13][CH:12]([NH:15][C:16](=[O:23])[C:17]3[CH:22]=[CH:21][CH:20]=[CH:19][CH:18]=3)[CH2:11][CH2:10]2)[CH:32]=[C:33]([O:37][CH3:38])[C:34]=1[O:35][CH3:36]. Procedure details: Prepared in exactly the same way as for the compound of Example 1 except that 3,4,5-trimethoxyphenethyl chloride was used in place of cyclohexylethyl bromide. The title compound was obtained as a monohydrate (1.2 g.), m.p. 193°-4° C. (Found: C, 66.7; H, 7.6; N, 6.9. C20H30N2O4. H2O requires C, 66.4; H, 7.5; N, 6.7%).